The task is: describe an organic reaction: reactants, conditions, products, and yield. This data is from the Open Reaction Database (ORD), a public repository of structured organic reaction records. Reactants: ClC1=NC=C(C=N1)OCCCC(=O)OC(C)(C)C (Tert-butyl 4-(2-chloropyrimidin-5-yloxy)-butyrate), FC(C=1C=C(CN)C=C(C1)C(F)(F)F)(F)F (3,5-bis-trifluoromethyl-benzylamine), CC(C)([O-])C.[Na+] (sodium tert-butoxide), C1(=CC=CC=C1)P(C1=C(C2=CC=CC=C2C=C1)C1=C(C=CC2=CC=CC=C12)P(C1=CC=CC=C1)C1=CC=CC=C1)C1=CC=CC=C1 (2,2′-bis(diphenylphosphino)-1,1′-binaphthyl). The reagents and catalysts are C(C)(=O)[O-].[Pd+2].C(C)(=O)[O-] (palladium acetate). The solvent is O (water), C(C)(=O)OCC (ethyl acetate), C1(=CC=CC=C1)C (toluene). Conditions: temperature 50 celsius, time 1 hour. Yields the product FC(C=1C=C(CNC2=NC=C(C=N2)OCCCC(=O)OC(C)(C)C)C=C(C1)C(F)(F)F)(F)F (tert-butyl 4-[2-(3,5-bis-trifluoromethyl-benzylamino)-pyrimidin-5-yloxy]-butyrate). Yield: 63.6%. RXN SMILES: Cl[C:2]1[N:7]=[CH:6][C:5]([O:8][CH2:9][CH2:10][CH2:11][C:12]([O:14][C:15]([CH3:18])([CH3:17])[CH3:16])=[O:13])=[CH:4][N:3]=1.C1(P(C2C=CC=CC=2)C2C=CC3C(=CC=CC=3)C=2C2C3C(=CC=CC=3)C=CC=2P(C2C=CC=CC=2)C2C=CC=CC=2)C=CC=CC=1.[F:65][C:66]([F:80])([F:79])[C:67]1[CH:68]=[C:69]([CH:72]=[C:73]([C:75]([F:78])([F:77])[F:76])[CH:74]=1)[CH2:70][NH2:71].CC(C)([O-])C.[Na+]>C1(C)C=CC=CC=1.C([O-])(=O)C.[Pd+2].C([O-])(=O)C.O.C(OCC)(=O)C>[F:65][C:66]([F:79])([F:80])[C:67]1[CH:68]=[C:69]([CH:72]=[C:73]([C:75]([F:78])([F:76])[F:77])[CH:74]=1)[CH2:70][NH:71][C:2]1[N:7]=[CH:6][C:5]([O:8][CH2:9][CH2:10][CH2:11][C:12]([O:14][C:15]([CH3:18])([CH3:17])[CH3:16])=[O:13])=[CH:4][N:3]=1 |f:3.4,6.7.8|. Procedure details: Tert-butyl 4-(2-chloropyrimidin-5-yloxy)-butyrate (5.0 g) is dissolved in toluene (100 ml) and thereto are added palladium acetate (412 mg) and 2,2′-bis(diphenylphosphino)-1,1′-binaphthyl (1.26 g), and the mixture is stirred under nitrogen atmosphere at 50° C. for 1 hour. The reaction solution is cooled to room temperature, and thereto are added 3,5-bis-trifluoromethyl-benzylamine (5.35 g) and sodium tert-butoxide (3.88 g) and the mixture is stirred at 35° C. for 2 hours. Thereto are added ethyl... Reactants: C(C(=O)OC)(=O)OC (dimethyl oxalate), S(O)(O)(=O)=O (sulfuric acid), BrC=1SC=CC1 (2-Bromothiophene), [Mg] (magnesium). Solvent: C(C)OCC (diethyl ether), C(C)OCC (diethyl ether). Run at temperature 35 celsius, time 3 hour. Product: COC(C(C=1SC=CC1)(C=1SC=CC1)O)=O (Hydroxydithien-2-ylacetic Acid Methyl Ester). Isolated yield 60.0%. Reaction SMILES: Br[C:2]1[S:3][CH:4]=[CH:5][CH:6]=1.[Mg].[C:8]([O:14][CH3:15])(=[O:13])[C:9](OC)=[O:10].S(=O)(=O)(O)O>C(OCC)C>[CH3:15][O:14][C:8](=[O:13])[C:9]([OH:10])([C:2]1[S:3][CH:4]=[CH:5][CH:6]=1)[C:2]1[S:3][CH:4]=[CH:5][CH:6]=1. Procedure: 2-Bromothiophene (9.68 mL, 0.1 mol) was slowly added to a stirred mixture of magnesium turnings (2.7 g, 0.11 mol) in diethyl ether (100 mL) under a nitrogen atmosphere at 0° C. The reaction mixture was stirred at 35° C. for 3 h and then dimethyl oxalate (5.9 g, 0.05 mol) in diethyl ether (150 mL) was added dropwise. The reaction mixture was heated at reflux (45° C.) for 45 min and then the mixture was allowed to cool to ambient temperature and 1.25 M sulfuric acid (150 mL) was added. The reactio... Solvent: O1CCCC1 (tetrahydrofuran), C1(=CC=CC=C1)C (toluene). Product: C[Si](C=1OC=C(C1)\C=C(/CCCCCCCCCCC)\C(=O)OC)(C)C ((E)-1-(2-Trimethylsilyl-4-furyl)-2-carbomethoxy-tridec-1-ene). Run at time 1 hour. Procedure: Potassium bis(trimethylsilyl)amide (a 0.5M solution in toluene; 14.5 ml, 7.24 mmol) was added to a solution of dodecyltriphenylphosphonium bromide (1.82 g, 3.56 mmol) in tetrahydrofuran (10 ml) at -78° under argon. After one hour, methyl chloroformate (0.28 ml, 3.56 mmol) was added, followed by 5-trimethylsilyl-3-furaldehyde (300 mg, 1.78 mmol) after one hour. Stirring was continued overnight while the cooling bath attained room temperature. The mixture was quenched with methanol/water (30 ml, 1... Reaction SMILES: C[Si]([N-][Si](C)(C)C)(C)C.[K+].[Br-].[CH2:12]([P+](C1C=CC=CC=1)(C1C=CC=CC=1)C1C=CC=CC=1)[CH2:13][CH2:14][CH2:15][CH2:16][CH2:17][CH2:18][CH2:19][CH2:20][CH2:21][CH2:22][CH3:23].Cl[C:44]([O:46][CH3:47])=[O:45].[CH3:48][Si:49]([CH3:58])([CH3:57])[C:50]1[O:54][CH:53]=[C:52]([CH:55]=O)[CH:51]=1>C1(C)C=CC=CC=1.O1CCCC1>[CH3:48][Si:49]([CH3:58])([CH3:57])[C:50]1[O:54][CH:53]=[C:52](/[CH:55]=[C:12](/[C:44]([O:46][CH3:47])=[O:45])\[CH2:13][CH2:14][CH2:15][CH2:16][CH2:17][CH2:18][CH2:19][CH2:20][CH2:21][CH2:22][CH3:23])[CH:51]=1 |f:0.1,2.3|. Starting materials: [Br-].C(CCCCCCCCCCC)[P+](C1=CC=CC=C1)(C1=CC=CC=C1)C1=CC=CC=C1 (dodecyltriphenylphosphonium bromide), C[Si](C)(C)[N-][Si](C)(C)C.[K+] (Potassium bis(trimethylsilyl)amide), ClC(=O)OC (methyl chloroformate), C[Si](C1=CC(=CO1)C=O)(C)C (5-trimethylsilyl-3-furaldehyde), solution. The solvent is O (water), O (water), CO (Methanol). Starting materials: aldehyde, S(O)(O)(=O)=O (sulfuric acid), [OH-].[Na+] (sodium hydroxide), [N+](=O)([O-])C1=C(C=CC=C1)N=NC1=C(C=CC(=C1)C(C)(C)CC(C)(C)C)O (2-nitro-2'-hydroxy-5'-t-octylazobenzene), C1=CC=CC=2C3=CC=CC=C3C(C12)=O (9-fluorenone), resultant mixture, C=O (paraformaldehyde). Reagents/catalysts: aromatic ketone 9-fluorenone. Product: OC1=C(C=C(C=C1)C(C)(C)CC(C)(C)C)N1N=C2C(=N1)C=CC=C2 (2-(2-hydroxy-5-t-octylphenyl)benzotriazole). Procedure details: Example 11 of U.S. Pat. No. 4,780,541 is duplicated. This is an example of the use of an aldehyde reducing agent and the aromatic ketone 9-fluorenone as a catalyst. Methanol (110 ml), water (20 ml), 97% sodium hydroxide (12.4 g), and 2-nitro-2'-hydroxy-5'-t-octylazobenzene (17.8 g) are mixed and stirred. After adding 9-fluorenone (2.4 g) to the resultant mixture at 65° to 70° C., 80% paraformaldehyde (6 g) is added to the mixture for 4 hours, and then the reaction liquor is further stirred at th... Reaction SMILES: [OH-].[Na+].[N+:3]([C:6]1[CH:11]=[CH:10][CH:9]=[CH:8][C:7]=1[N:12]=[N:13][C:14]1[CH:19]=[C:18]([C:20]([CH2:23][C:24]([CH3:27])([CH3:26])[CH3:25])([CH3:22])[CH3:21])[CH:17]=[CH:16][C:15]=1[OH:28])([O-])=O.C1C2C(=O)C3C(=CC=CC=3)C=2C=CC=1.C=O.S(=O)(=O)(O)O>O.CO>[OH:28][C:15]1[CH:16]=[CH:17][C:18]([C:20]([CH2:23][C:24]([CH3:27])([CH3:26])[CH3:25])([CH3:22])[CH3:21])=[CH:19][C:14]=1[N:13]1[N:12]=[C:7]2[CH:8]=[CH:9][CH:10]=[CH:11][C:6]2=[N:3]1 |f:0.1|. Isolated yield 80.9%.